From a dataset of the Open Reaction Database (ORD), a public repository of structured organic reaction records. describe an organic reaction: reactants, conditions, products, and yield The yield is 57.0%. Reaction conditions: time 20 hour. The reactants are OCC1(CCC(CC1)=O)C1=CC(=C(C=C1)OC)OC (4-hydroxymethyl-4-(3,4-dimethoxyphenyl)cyclohexanone), N1=CC=CC=C1 (pyridine), C(C)(=O)OC(C)=O (acetic anhydride). Reported procedure: The 4-hydroxymethyl-4-(3,4-dimethoxyphenyl)cyclohexanone is dissolved in 20 ml. of pyridine and 10 ml. of acetic anhydride. After about 20 hours of standing at room temperature, the mixture is poured into ice and water. The gum that precipitates is extracted with ether. The organic layer is washed successively with water, 2.5 N hydrochloric acid, water and brine, and evaporated to dryness to give 6.43 g. (57% yield) of 4-acetoxymethyl-4-(3,4-dimethoxyphenyl)cyclohexanone, as an amorphous gum. Run in O (water). Reaction SMILES: [OH:1][CH2:2][C:3]1([C:10]2[CH:15]=[CH:14][C:13]([O:16][CH3:17])=[C:12]([O:18][CH3:19])[CH:11]=2)[CH2:8][CH2:7][C:6](=[O:9])[CH2:5][CH2:4]1.N1C=CC=CC=1.[C:26](OC(=O)C)(=[O:28])[CH3:27]>O>[C:26]([O:1][CH2:2][C:3]1([C:10]2[CH:15]=[CH:14][C:13]([O:16][CH3:17])=[C:12]([O:18][CH3:19])[CH:11]=2)[CH2:4][CH2:5][C:6](=[O:9])[CH2:7][CH2:8]1)(=[O:28])[CH3:27]. Product: C(C)(=O)OCC1(CCC(CC1)=O)C1=CC(=C(C=C1)OC)OC (4-acetoxymethyl-4-(3,4-dimethoxyphenyl)cyclohexanone).